This data is from the Open Reaction Database (ORD), a public repository of structured organic reaction records. The task is: describe an organic reaction: reactants, conditions, products, and yield Reactants: C(C1=CC=CC=C1)O[C@@H]1C(O[C@@]([C@@H]([C@H]1OCC1=CC=CC=C1)OCC1=CC=CC=C1)(OC)C1=CC(=C(C=C1)Cl)CC=1C=CC2=C(CCO2)C1)(CO)CO ([(3S,4S,5R,6S)-3,4,5-tribenzyloxy-6-[4-chloro-3-(2,3-dihydrobenzofuran-5-ylmethyl)phenyl]-2-(hydroxymethyl)-6-methoxy-tetrahydropyran-2-yl]methanol), FC(C(=O)O)(F)F (trifluoroacetic acid). Run in ClCCl (dichloromethane). Reaction conditions: time 1.5 hour. Yields the product C(C1=CC=CC=C1)O[C@@H]1[C@@]2(CO[C@]([C@@H]([C@H]1OCC1=CC=CC=C1)OCC1=CC=CC=C1)(O2)C2=CC(=C(C=C2)Cl)CC=2C=CC1=C(CCO1)C2)CO ([(1S,2S,3S,4R,5S)-2,3,4-tribenzyloxy-5-[4-chloro-3-(2,3-dihydrobenzofuran-5-ylmethyl)phenyl]-6,8-dioxabicyclo[3.2.1]octan-1-yl]methanol). Isolated yield 100.9%. Reaction SMILES: [CH2:1]([O:8][C@H:9]1[C@H:14]([O:15][CH2:16]C2C=CC=CC=2)[C@@H:13]([O:23][CH2:24]C2C=CC=CC=2)[C@@:12]([C:33]2[CH:38]=[CH:37][C:36]([Cl:39])=[C:35]([CH2:40][C:41]3[CH:42]=[CH:43][C:44]4[O:48][CH2:47][CH2:46][C:45]=4[CH:49]=3)[CH:34]=2)([O:31][CH3:32])[O:11][C:10]1([CH2:52][OH:53])CO)[C:2]1[CH:7]=[CH:6][CH:5]=[CH:4][CH:3]=1.F[C:55](F)(F)[C:56](O)=O>ClCCl>[CH2:1]([O:8][C@H:9]1[C@H:14]([O:15][CH2:16][C:2]2[CH:7]=[CH:6][CH:5]=[CH:4][CH:3]=2)[C@@H:13]([O:23][CH2:24][C:56]2[CH:55]=[CH:52][CH:10]=[CH:9][CH:14]=2)[C@:12]2([C:33]3[CH:38]=[CH:37][C:36]([Cl:39])=[C:35]([CH2:40][C:41]4[CH:42]=[CH:43][C:44]5[O:48][CH2:47][CH2:46][C:45]=5[CH:49]=4)[CH:34]=3)[O:11][C@@:10]1([CH2:52][OH:53])[CH2:32][O:31]2)[C:2]1[CH:7]=[CH:6][CH:5]=[CH:4][CH:3]=1. Reported procedure: [(3S,4S,5R,6S)-3,4,5-tribenzyloxy-6-[4-chloro-3-(2,3-dihydrobenzofuran-5-ylmethyl)phenyl]-2-(hydroxymethyl)-6-methoxy-tetrahydropyran-2-yl]methanol 5k (1.2 g, 1.63 mmol) was dissolved in 25 mL dichloromethane, followed by dropwise addition of trifluoroacetic acid (0.5 mL, 6.52 mmol). The reaction mixture was stirred for 1.5 hours. Thereafter, the reaction mixture was concentrated under reduced pressure and the resulting residue was purified by silica gel chromatography with elution system D to o... The yield is 16.4%. RXN SMILES: [N+:1]1([O-:10])[CH:6]=[CH:5][C:4]([C:7]([OH:9])=O)=[CH:3][CH:2]=1.C(N1C=CN=C1)(N1C=CN=C1)=O.[Cl:23][C:24]1[CH:25]=[C:26]([NH2:32])[C:27]([NH2:31])=[CH:28][C:29]=1[Cl:30]>CN(C)C=O.ClCCl>[NH2:32][C:26]1[CH:25]=[C:24]([Cl:23])[C:29]([Cl:30])=[CH:28][C:27]=1[NH:31][C:7]([C:4]1[CH:3]=[CH:2][N+:1]([O-:10])=[CH:6][CH:5]=1)=[O:9]. Yields the product NC1=C(C=C(C(=C1)Cl)Cl)NC(=O)C1=CC=[N+](C=C1)[O-] (N-(2-amino-4,5-dichlorophenyl)-4-pyridinecarboxamide-1-oxide). Solvent: CN(C=O)C (dimethylformamide), ClCCl (dichloromethane). Procedure: A suspension of 4-pyridinecarboxylic acid-1-oxide (2.84 g, 20.4 mmol) and 1,1'-carbonyldiimidazole (3.64 g, 22.4 mmol) in dry dimethylformamide (50 ml) was stirred for 4 hours under an air-lock and the resulting solution added dropwise over 1 hour to a stirred solution of 4,5-dichloro-1,2-benzenediamine (7.23 g, 40.8 mmol) in dichloromethane (50 ml) under air lock. After 2.5 days, the mixture was evaporated in vacuo and the residue purified by chromatography [SiO2 ; dichloromethane-methanoltriet... Reactants: [N+]1(=CC=C(C=C1)C(=O)O)[O-] (4-pyridinecarboxylic acid-1-oxide), C(=O)(N1C=NC=C1)N1C=NC=C1 (1,1'-carbonyldiimidazole), ClC=1C=C(C(=CC1Cl)N)N (4,5-dichloro-1,2-benzenediamine). Reaction conditions: time 4 hour. RXN SMILES: [F:1][C:2]1[CH:3]=[C:4]([C:9]2([OH:14])[CH2:13][CH2:12][NH:11][CH2:10]2)[CH:5]=[C:6]([F:8])[CH:7]=1.[C:15](=[O:18])([O-])[O-].[K+].[K+].C(=O)([O-])[O-].[Na+].[Na+].[C:27](#N)[CH3:28]>>[F:1][C:2]1[CH:3]=[C:4]([C:9]2([OH:14])[CH2:13][CH2:12][N:11]([CH2:27][CH2:28][O:18][CH3:15])[CH2:10]2)[CH:5]=[C:6]([F:8])[CH:7]=1 |f:1.2.3,4.5.6|. The reactants are C([O-])([O-])=O.[Na+].[Na+] (sodium carbonate), E2, FC=1C=C(C=C(C1)F)C1(CNCC1)O (3-(3,5-difluorophenyl)pyrrolidin-3-ol), C([O-])([O-])=O.[K+].[K+] (potassium carbonate), C(C)#N (acetonitrile). Product: FC=1C=C(C=C(C1)F)C1(CN(CC1)CCOC)O ((−)-3-(3,5-DIFLUOROPHENYL)-1-(2-METHOXYETHYL)PYRROLIDIN-3-OL). Reported procedure: In a sealed tube a mixture of enantiomer E2 of 3-(3,5-difluorophenyl)pyrrolidin-3-ol (0.29 g, 1.45 mmol), acetonitrile (15 mL), potassium carbonate (0.4 g, 2.9 mmol) and 2-bromoethylmethyleter (0.145 mL, 1.55 mmol) was stirred at ambient temperature for 4 h. and then at 80° C. for 1 h. Aqueous sodium carbonate (10%, 5 mL) was added and the aqueous phase was extracted with ethyl acetate (2×50 mL). The combined organic phase was dried (Na2SO4) and evaporated. Purification by flash chromatography o... Run at time 4 hour.